This data is from the Open Reaction Database (ORD), a public repository of structured organic reaction records. The task is: describe an organic reaction: reactants, conditions, products, and yield The reactants are ClCC[C@@H](C=CCC(C)C)C ((S)-1-chloro-3,7-dimethyl-4-octene), [I-].[Na+] (sodium iodide), [I-].[Na+] (sodium iodide). The solvent is CCOCC (ether), CC(=O)CC(C)C (isobutyl methyl ketone). Run at time 4 hour. Product: ICC[C@@H](\C=C/CC(C)C)C ((S)-cis-1-iodo-3,7-dimethyl-4-octene). Yield: 83.5%. Reaction SMILES: Cl[CH2:2][CH2:3][C@H:4]([CH3:11])[CH:5]=[CH:6][CH2:7][CH:8]([CH3:10])[CH3:9].[I-:12].[Na+]>CC(CC(C)C)=O.CCOCC>[I:12][CH2:2][CH2:3][C@H:4]([CH3:11])/[CH:5]=[CH:6]\[CH2:7][CH:8]([CH3:10])[CH3:9] |f:1.2|. Procedure details: A solution of 4.4 g of (S)-1-chloro-3,7-dimethyl-4-octene in 30 ml of isobutyl methyl ketone is stirred at 130° for 37 hours with 7.55 g of sodium iodide. A further 3.75 g of sodium iodide are added thereto and the mixture is stirred further for 4 hours. After cooling to room temperature, the mixture is diluted with ether, washed with water, dried and concentrated under reduced pressure. The residue is pre-purified by adsorption on silicagel (elution agent: n-hexane), pure fractions are combined... The reactants are [O-]S(=O)[O-].[Na+].[Na+] (Na2SO3), C(C1=CC=CC=C1)OC(N(C1=CN=C2N(C1=O)[C@@H](C[C@H]2CC=C)C(=O)N(C2=CC=CC=C2)C(=O)OC(C)(C)C)CC=C)=O ((6S,8R)-allyl-[8-allyl-6-(tert-butoxycarbonyl-phenyl-aminocarbonyl)-4-oxo-4,6,7,8-tetrahydro-pyrrolo[1,2-a]pyrimidin-3-yl]-carbamic acid benzyl ester), OO (H2O2), [Li+].[OH-] (LiOH). The solvent is O (H2O), C1CCOC1.O (THF H2O). Run at temperature 0 celsius, time 2 hour. Yields the product C(C=C)[C@@H]1C[C@H](N2C1=NC=C(C2=O)N(C(=O)OCC2=CC=CC=C2)CC=C)C(=O)O ((6S,8R)-8-allyl-3-(allyl-benzyloxycarbonyl-amino)-4-oxo-4,6,7,8-tetrahydro-pyrrolo[1,2-a]pyrimidine-6-carboxylic acid). The yield is 96.0%. As a reaction SMILES: [CH2:1]([O:8][C:9](=[O:43])[N:10]([CH2:40][CH:41]=[CH2:42])[C:11]1[C:16](=O)[N:15]2[C@H:18]([C:24](N(C(OC(C)(C)C)=O)C3C=CC=CC=3)=[O:25])[CH2:19][C@@H:20]([CH2:21][CH:22]=[CH2:23])[C:14]2=[N:13][CH:12]=1)[C:2]1[CH:7]=[CH:6][CH:5]=[CH:4][CH:3]=1.OO.[Li+].[OH-:47].[O-:48]S([O-])=O.[Na+].[Na+]>C1COCC1.O.O>[CH2:21]([C@H:20]1[C:14]2=[N:13][CH:12]=[C:11]([N:10]([CH2:40][CH:41]=[CH2:42])[C:9]([O:8][CH2:1][C:2]3[CH:3]=[CH:4][CH:5]=[CH:6][CH:7]=3)=[O:43])[C:16](=[O:47])[N:15]2[C@H:18]([C:24]([OH:48])=[O:25])[CH2:19]1)[CH:22]=[CH2:23] |f:2.3,4.5.6,7.8|. Reported procedure: To a solution of 28c (311 mg, 0.532 mmol) in 5 mL THF/H2O (4:1) at 0° C., were added 30% H2O2 (0.241 mL, 2.13 mmol) and IM LiOH (0.851 mL, 0.851 mmol). The mixture was stirred at 0° C. for 2 h, then Na2SO3 and 10 mL H2O were added. The organic solvent was evaporated under a stream of nitrogen. The precipitate was filtered and rinsed with H2O and 0.1 N NaOH. The combined aqueous filtrate was acidified with conc. HCl, then extracted with EtOAc (3×). The combined organic extract was washed with bri... Starting materials: CC(C)(C)OC(=O)NC1=NC(C)(c2cccc(Br)c2)CC(CO)S1, O=C([O-])[O-], COCCOC, CCO, CCOC(C)=O, [Cs+], [Cs+], O, OB(O)c1cncnc1. The product is CC(C)(C)OC(=O)NC1=NC(C)(c2cccc(-c3cncnc3)c2)CC(CO)S1. RXN SMILES: [Br:1][c:2]1[cH:3][c:4]([C:8]2([CH3:24])[N:9]=[C:10]([NH:16][C:17]([O:18][C:19]([CH3:20])([CH3:21])[CH3:22])=[O:23])[S:11][CH:12]([CH2:14][OH:15])[CH2:13]2)[cH:5][cH:6][cH:7]1.[C:34](=[O:35])([O-:36])[O-:37].[CH3:40][O:41][CH2:42][CH2:43][O:44][CH3:45].[CH3:46][CH2:47][OH:48].[CH3:49][CH2:50][O:51][C:52]([CH3:53])=[O:54].[Cs+:38].[Cs+:39].[OH2:55].[n:25]1[cH:26][n:27][cH:28][c:29]([B:31]([OH:32])[OH:33])[cH:30]1>>[c:2]1(-[c:29]2[cH:28][n:27][cH:26][n:25][cH:30]2)[cH:3][c:4]([C:8]2([CH3:24])[N:9]=[C:10]([NH:16][C:17]([O:18][C:19]([CH3:20])([CH3:21])[CH3:22])=[O:23])[S:11][CH:12]([CH2:14][OH:15])[CH2:13]2)[cH:5][cH:6][cH:7]1. Reactants: N1C(=O)CCC2=CC(=CC=C12)C(=O)O.C1(CCC(N1)=O)=O (succinimide 3,4-dihydrocarbostyril-6-carboxylate), C(C1=CC=CC=C1)N1CCNCC1 (benzylpiperazine). Solvent: O (Water). Conditions: time 24 hour. Yields the product C(C1=CC=CC=C1)N1CCN(CC1)C(=O)C=1C=C2CCC(NC2=CC1)=O (6-(4-benzyl-1-piperazinylcarbonyl)-3,4-dihydrocarbostyril). As a reaction SMILES: [NH:1]1[C:11]2[C:6](=[CH:7][C:8]([C:12]([OH:14])=O)=[CH:9][CH:10]=2)[CH2:5][CH2:4][C:2]1=[O:3].C1(=O)NC(=O)CC1.[CH2:22]([N:29]1[CH2:34][CH2:33][NH:32][CH2:31][CH2:30]1)[C:23]1[CH:28]=[CH:27][CH:26]=[CH:25][CH:24]=1>O>[CH2:22]([N:29]1[CH2:34][CH2:33][N:32]([C:12]([C:8]2[CH:7]=[C:6]3[C:11](=[CH:10][CH:9]=2)[NH:1][C:2](=[O:3])[CH2:4][CH2:5]3)=[O:14])[CH2:31][CH2:30]1)[C:23]1[CH:24]=[CH:25][CH:26]=[CH:27][CH:28]=1 |f:0.1|. Reported procedure: 127 Milligrams of succinimide 3,4-dihydrocarbostyril-6-carboxylate and 93 mg of benzylpiperazine were dissolved in 2 ml of dimethylformaide and the mixture was stirred at room temperature for 24 hours. Water was added to the reaction mixture and extracted with chloroform, the chloroform layer was washed with water and a saturated sodium chloride aqueous solution. After drying the chloroform layer with anhydrous sodium sulfate, chloroform was removed by distillation under a reduced pressure, then... The reactants are C1(CC1)CC(C(=O)O)(C)NC(=O)C1=NC=C(C(=C1)OCC(F)(F)F)C1CC1 (3-cyclopropyl-2-[[5-cyclopropyl-4-(2,2,2-trifluoroethoxy)pyridine-2-carbonyl]amino]-2-methyl-propanoic acid), [Cl-].[NH4+] (ammonium chloride). Yields the product NC(C(CC1CC1)(C)NC(=O)C1=NC=C(C(=C1)OCC(F)(F)F)C1CC1)=O (N-(1-amino-3-cyclopropyl-2-methyl-1-oxopropan-2-yl)-5-cyclopropyl-4-(2,2,2-trifluoroethoxy)pyridine-2-carboxamide). RXN SMILES: [CH:1]1([CH2:4][C:5]([NH:10][C:11]([C:13]2[CH:18]=[C:17]([O:19][CH2:20][C:21]([F:24])([F:23])[F:22])[C:16]([CH:25]3[CH2:27][CH2:26]3)=[CH:15][N:14]=2)=[O:12])([CH3:9])[C:6]([OH:8])=O)[CH2:3][CH2:2]1.[Cl-].[NH4+:29]>>[NH2:29][C:6](=[O:8])[C:5]([NH:10][C:11]([C:13]1[CH:18]=[C:17]([O:19][CH2:20][C:21]([F:23])([F:24])[F:22])[C:16]([CH:25]2[CH2:27][CH2:26]2)=[CH:15][N:14]=1)=[O:12])([CH3:9])[CH2:4][CH:1]1[CH2:2][CH2:3]1 |f:1.2|. Reported procedure: The title compound was synthesized in analogy to Example 112e, using 3-cyclopropyl-2-[[5-cyclopropyl-4-(2,2,2-trifluoroethoxy)pyridine-2-carbonyl]amino]-2-methyl-propanoic acid (example 186d) and ammonium chloride as starting materials and isolated (16 mg, 32%); MS (ESI, m/z): 386.6 (M+H+). The reactants are CC1(OC(C(O1)=O)C(C(=O)O)CCCC)C (2-(2,2-dimethyl-4-oxo-1,3-dioxolan-5-yl)hexanoic acid), N1CC(CC1)C1=NC=CC=C1 (2-pyrrolidin-3-yl-pyridine). The product is O[C@H](C(=O)O)[C@@H](CCCC)C(=O)N1CC(CC1)C1=NC=CC=C1 ((S)-hydroxy-3 (R)-[3 (R/S)-pyridin-2-yl-pyrrolidine-1-carbonyl)-heptanoic acid). Reaction SMILES: CC1(C)[O:6][C:5](=[O:7])[CH:4]([CH:8]([CH2:12][CH2:13][CH2:14][CH3:15])[C:9]([OH:11])=O)[O:3]1.[NH:17]1[CH2:21][CH2:20][CH:19]([C:22]2[CH:27]=[CH:26][CH:25]=[CH:24][N:23]=2)[CH2:18]1>>[OH:3][C@@H:4]([C@H:8]([C:9]([N:17]1[CH2:21][CH2:20][CH:19]([C:22]2[CH:27]=[CH:26][CH:25]=[CH:24][N:23]=2)[CH2:18]1)=[O:11])[CH2:12][CH2:13][CH2:14][CH3:15])[C:5]([OH:6])=[O:7]. Procedure: The title compound is prepared from 2-(2,2-dimethyl-4-oxo-1,3-dioxolan-5-yl)hexanoic acid B-5 and commercially available 2-pyrrolidin-3-yl-pyridine A-5 according to General Procedure B. Starting materials: Cl (hydrochloric acid), [OH-].[K+] (Potassium hydroxide), CC(C(=O)OCC)(\C(\C1=CC=CC=C1)=N/OCC1=CC=C(C=C1)OCN1C(OC(=C1)C)C1=CC=CC=C1)C (ethyl Z-2,2-dimethyl-3-[4-(5-methyl-2-phenyl-3-oxazolylmethoxy)benzyloxyimino]-3-phenylpropionate), O (water), O1CCCC1 (tetrahydrofuran). Solvent: CO (methanol). Yields the product CC(C(=O)O)(\C(\C1=CC=CC=C1)=N/OCC1=CC=C(C=C1)OCC=1N=C(OC1C)C1=CC=CC=C1)C (Z-2,2-dimethyl-3-[4-(5-methyl-2-phenyl-4-oxazolylmethoxy)benzyloxyimino]-3-phenylpropionic acid). The yield is 52.0%. RXN SMILES: [OH-].[K+].[CH3:3][C:4]([CH3:40])(/[C:10](=[N:17]\[O:18][CH2:19][C:20]1[CH:25]=[CH:24][C:23]([O:26][CH2:27]N2C=C(C)OC2C2C=CC=CC=2)=[CH:22][CH:21]=1)/[C:11]1[CH:16]=[CH:15][CH:14]=[CH:13][CH:12]=1)[C:5]([O:7]CC)=[O:6].O.Cl.[O:43]1[CH2:47][CH2:46][CH2:45][CH2:44]1>CO>[CH3:40][C:4]([CH3:3])(/[C:10](=[N:17]\[O:18][CH2:19][C:20]1[CH:25]=[CH:24][C:23]([O:26][CH2:27][C:10]2[N:17]=[C:47]([C:46]3[CH:16]=[CH:11][CH:12]=[CH:44][CH:45]=3)[O:43][C:4]=2[CH3:3])=[CH:22][CH:21]=1)/[C:11]1[CH:16]=[CH:15][CH:14]=[CH:13][CH:12]=1)[C:5]([OH:7])=[O:6] |f:0.1|. Procedure details: Potassium hydroxide (1.83 g) was added to a solution of ethyl Z-2,2-dimethyl-3-[4-(5-methyl-2-phenyl-3-oxazolylmethoxy)benzyloxyimino]-3-phenylpropionate (265 mg) in tetrahydrofuran (3 ml)-water (3 ml)-methanol (6 ml), the mixture was heated to reflux for 3 days and cooled to room temperature. Dilute hydrochloric acid was added to the reaction mixture and extracted with ethyl acetate. The ethyl acetate layer was washed with an aqueous saturated solution of sodium chloride, dried (MgSO4) and conc... Reactants: C(C)(C)(C)OC(=O)N1CCC(CC1)NC1=CC=C(C=C1)OCC1=CC=CC=C1 (4-(4-Benzyloxy-phenylamino)-piperidine-1-carboxylic acid tert-butyl ester), [BH-](OC(=O)C)(OC(=O)C)OC(=O)C.[Na+] (NaBH(OAc)3), Cl.C(C1=CC=CC=C1)OC1=CC=C(N)C=C1 (4-Benzyloxyaniline hydrochloride salt), C(C)(C)(C)N1C(CC(CC1)=O)=C=O (1-tert-butyl-carbonyl-4-piperidone). The solvent is CCOC(=O)C (EtOAc), C(Cl)Cl (CH2Cl2). Reaction conditions: temperature 0 celsius. Yields the product C(C1=CC=CC=C1)OC1=CC=C(C=C1)N(C1CCN(CC1)CCC(C)C)CC=C(C)C ((4-Benzyloxy-phenyl)-(3-methyl-but-2-enyl)-[1-(3-methyl-butyl)-piperidin-4-yl]-amine). Yield: 94.0%. As a reaction SMILES: C(O[C:6]([N:8]1[CH2:13][CH2:12][CH:11]([NH:14][C:15]2[CH:20]=[CH:19][C:18]([O:21][CH2:22][C:23]3[CH:28]=[CH:27][CH:26]=[CH:25][CH:24]=3)=[CH:17][CH:16]=2)[CH2:10][CH2:9]1)=O)(C)(C)C.Cl.[CH2:30](OC1C=CC(N)=CC=1)[C:31]1[CH:36]=[CH:35]C=C[CH:32]=1.[C:45](N1CCC(=O)CC1=C=O)([CH3:48])([CH3:47])[CH3:46].[BH-](OC(C)=O)(OC(C)=O)OC(C)=O.[Na+]>CCOC(C)=O.C(Cl)Cl>[CH2:22]([O:21][C:18]1[CH:19]=[CH:20][C:15]([N:14]([CH2:35][CH:36]=[C:31]([CH3:30])[CH3:32])[CH:11]2[CH2:10][CH2:9][N:8]([CH2:6][CH2:46][CH:45]([CH3:48])[CH3:47])[CH2:13][CH2:12]2)=[CH:16][CH:17]=1)[C:23]1[CH:28]=[CH:27][CH:26]=[CH:25][CH:24]=1 |f:1.2,4.5|. Reported procedure: The preparation of 4-(4-Benzyloxy-phenylamino)-piperidine-1-carboxylic acid tert-butyl ester (Ia): 4-Benzyloxyaniline hydrochloride salt (10 g, 42.4 mmol) was suspended in EtOAc (500 mL) and washed three times with saturated sodium bicarbonate solution, once with brine, dried over Na2SO4, and concentrated. The free base was dissolved in CH2Cl2 (250 mL), treated with 1-tert-butyl-carbonyl-4-piperidone (8.45 g, 42.4 mmol), stirred for thirty minutes and then cooled to 0° C. NaBH(OAc)3 (13.5 g, 63....